This data is from the Open Reaction Database (ORD), a public repository of structured organic reaction records. The task is: describe an organic reaction: reactants, conditions, products, and yield The reactants are Cl (hydrogen chloride), intermediate ( a ), C(=O)(OC(C)(C)C)N1C[C@H](OCC1)CC1=C(C=CC=C1)OC(F)F (N-Boc-(R)-2-(2-difluoromethoxybenzyl)morpholine). The product is FC(OC1=C(C[C@@H]2CNCCO2)C=CC=C1)F ((R)-2-(2-Difluoromethoxybenzyl)morpholine), example 34. The yield is 65.0%. As a reaction SMILES: C([N:8]1[CH2:13][CH2:12][O:11][C@H:10]([CH2:14][C:15]2[CH:20]=[CH:19][CH:18]=[CH:17][C:16]=2[O:21][CH:22]([F:24])[F:23])[CH2:9]1)(OC(C)(C)C)=O.Cl>>[F:24][CH:22]([F:23])[O:21][C:16]1[CH:17]=[CH:18][CH:19]=[CH:20][C:15]=1[CH2:14][C@H:10]1[O:11][CH2:12][CH2:13][NH:8][CH2:9]1. Procedure details: Deprotection of intermediate (a), N-Boc-(R)-2-(2-difluoromethoxybenzyl)morpholine using hydrogen chloride (4M, in methanol), afforded the morpholine example 34 as a colorless oil (37 mg, 65%).